Dataset: the Open Reaction Database (ORD), a public repository of structured organic reaction records. Task: describe an organic reaction: reactants, conditions, products, and yield Starting materials: ClCCl (dichloromethane), O (Water), [Cl-].[NH4+] (ammonium chloride), FC1=C(C=CC(=C1)[N+](=O)[O-])C=1SCC(NN1)=O (2-(2-fluoro-4-nitrophenyl)-4H-[1,3,4]thiadiazin-5-one). The reagents and catalysts are [Fe] (Iron). The solvent is C(C)O (ethanol). Reaction conditions: temperature 90 celsius. The product is NC1=CC(=C(C=C1)C=1SCC(NN1)=O)F (2-(4-amino-2-fluorophenyl)-4H-[1,3,4]thiadiazin-5-one). The yield is 91.6%. Reaction SMILES: [F:1][C:2]1[CH:7]=[C:6]([N+:8]([O-])=O)[CH:5]=[CH:4][C:3]=1[C:11]1[S:12][CH2:13][C:14](=[O:17])[NH:15][N:16]=1.O.[Cl-].[NH4+].ClCCl>C(O)C.[Fe]>[NH2:8][C:6]1[CH:5]=[CH:4][C:3]([C:11]2[S:12][CH2:13][C:14](=[O:17])[NH:15][N:16]=2)=[C:2]([F:1])[CH:7]=1 |f:2.3|. Procedure: 2-(2-Fluoro-4-nitrophenyl)-4H-[1,3,4]thiadiazin-5-one (Step 4, 0.964 g, 0.00378 mol) is heated in ethanol (20 ml) until dissolved. Water (10 ml) and ammonium chloride (2.02 g, 0.0378 mol) are added and the mixture heated to 90° C. Iron powder (0.84 g, 0.0151 mol) is added portionwise and the mixture stirred and heated for 30 minutes. The reaction is cooled and dichloromethane (100 ml) added. The mixture is filtered and the organic layer separated, washed with saline, dried (MgSO4) and evaporated...